From a dataset of the Open Reaction Database (ORD), a public repository of structured organic reaction records. describe an organic reaction: reactants, conditions, products, and yield Reactants: O=C(O)C(=O)O, CN(C)CCC(O)c1ccccc1, CS(C)=O, CCOC(C)=O, N#Cc1ccc(F)cc1, [H-], [Na+], O, O, O. Product: CN(C)CCC(Oc1ccc(C#N)cc1)c1ccccc1. As a reaction SMILES: [C:27]([OH:28])(=[O:29])[C:30]([OH:31])=[O:32].[CH3:1][N:2]([CH3:3])[CH2:4][CH2:5][CH:6]([c:7]1[cH:8][cH:9][cH:10][cH:11][cH:12]1)[OH:13].[CH3:33][S:34]([CH3:35])=[O:36].[CH3:37][CH2:38][O:39][C:40](=[O:41])[CH3:42].[F:16][c:17]1[cH:18][cH:19][c:20]([C:21]#[N:22])[cH:23][cH:24]1.[H-:14].[Na+:15].[OH2:25].[OH2:26].[OH2:43]>>[CH3:1][N:2]([CH3:3])[CH2:4][CH2:5][CH:6]([c:7]1[cH:8][cH:9][cH:10][cH:11][cH:12]1)[O:13][c:17]1[cH:18][cH:19][c:20]([C:21]#[N:22])[cH:23][cH:24]1. The reactants are CC(C)=O, CCOC(=O)C(Cl)C(C)=O, Sc1nc2ccccc2[nH]1. Yields the product Cl, CCOC(=O)C(Sc1nc2ccccc2[nH]1)C(C)=O. As a reaction SMILES: [CH3:21][C:22](=[O:23])[CH3:24].[Cl:11][CH:12]([C:13](=[O:14])[O:15][CH2:16][CH3:17])[C:18](=[O:19])[CH3:20].[SH:1][c:2]1[nH:3][c:4]2[c:5]([n:6]1)[cH:7][cH:8][cH:9][cH:10]2>>[ClH:11].[S:1]([c:2]1[n:3][c:4]2[c:5]([nH:6]1)[cH:7][cH:8][cH:9][cH:10]2)[CH:12]([C:13](=[O:14])[O:15][CH2:16][CH3:17])[C:18](=[O:19])[CH3:20].